From a dataset of the Open Reaction Database (ORD), a public repository of structured organic reaction records. describe an organic reaction: reactants, conditions, products, and yield Conditions: time 2 day. The reactants are COC1=CC=C(CN2C(C(CCC2)(C(=O)OCC)OC2=CC(=C(C(=C2)F)F)F)=O)C=C1 (ethyl 1-(4-methoxybenzyl)-2-oxo-3-(3,4,5-trifluorophenoxy)piperidine-3-carboxylate), [OH-].[Na+] (sodium hydroxide), Cl (hydrochloric acid). Isolated yield 85.7%. Yields the product COC1=CC=C(CN2C(C(CCC2)OC2=CC(=C(C(=C2)F)F)F)=O)C=C1 (1-(4-methoxybenzyl)-3-(3,4,5-trifluorophenoxy)piperidin-2-one). The solvent is C1CCOC1 (THF). Reaction SMILES: [CH3:1][O:2][C:3]1[CH:31]=[CH:30][C:6]([CH2:7][N:8]2[CH2:13][CH2:12][CH2:11][C:10]([O:19][C:20]3[CH:25]=[C:24]([F:26])[C:23]([F:27])=[C:22]([F:28])[CH:21]=3)(C(OCC)=O)[C:9]2=[O:29])=[CH:5][CH:4]=1.[OH-].[Na+].Cl>C1COCC1>[CH3:1][O:2][C:3]1[CH:4]=[CH:5][C:6]([CH2:7][N:8]2[CH2:13][CH2:12][CH2:11][CH:10]([O:19][C:20]3[CH:21]=[C:22]([F:28])[C:23]([F:27])=[C:24]([F:26])[CH:25]=3)[C:9]2=[O:29])=[CH:30][CH:31]=1 |f:1.2|. Procedure: A mixture of ethyl 1-(4-methoxybenzyl)-2-oxo-3-(3,4,5-trifluorophenoxy)piperidine-3-carboxylate (352 mg) and 1N aqueous sodium hydroxide solution (1.6 mL) in THF (3 mL) was stirred at room temperature for 2 days, and acidified with 1N hydrochloric acid, and extracted with ethyl acetate. The organic layer was separated, washed with saturated brine, and dried over anhydrous magnesium sulfate, and the solvent was evaporated under reduced pressure. The residue was recrystallized from ethyl acetate/h... Reactants: O=C([O-])[O-], CN(C)C=O, O=C(O)c1cccnc1Cl, [Cu]Br, [K+], [K+], NCc1ccccc1. Product: O=C(O)c1cccnc1NCc1ccccc1. Reaction SMILES: [C:1](=[O:2])([O-:3])[O-:4].[CH3:25][N:26]([CH3:27])[CH:28]=[O:29].[Cl:7][c:8]1[c:9]([C:10](=[O:11])[OH:12])[cH:13][cH:14][cH:15][n:16]1.[Cu:30][Br:31].[K+:5].[K+:6].[NH2:17][CH2:18][c:19]1[cH:20][cH:21][cH:22][cH:23][cH:24]1>>[c:8]1([NH:17][CH2:18][c:19]2[cH:20][cH:21][cH:22][cH:23][cH:24]2)[c:9]([C:10](=[O:11])[OH:12])[cH:13][cH:14][cH:15][n:16]1. Reactants: [PH2](O)=O (phosphinic acid), BrC1=CC=2C(C3=CC=CC=C3C(C2C=C1)(O)C1=CC=CC=C1)(O)C1=CC=CC=C1 (2-bromo-9,10-diphenyl-9,10-dihydroanthracene-9,10-diol), [I-].[K+] (potassium iodide), O.[PH2]([O-])=O.[Na+] (sodium phosphinate monohydrate). Solvent: C(C)(=O)O (acetic acid), C1(=CC=CC=C1)C (toluene). Run at temperature 120 celsius, time 1 hour. The product is BrC1=CC2=C(C3=CC=CC=C3C(=C2C=C1)C1=CC=CC=C1)C1=CC=CC=C1 (2-bromo-9,10-diphenylanthracene). Yield: 73.3%. RXN SMILES: [Br:1][C:2]1[CH:15]=[CH:14][C:13]2[C:12]([C:17]3[CH:22]=[CH:21][CH:20]=[CH:19][CH:18]=3)(O)[C:11]3[C:6](=[CH:7][CH:8]=[CH:9][CH:10]=3)[C:5]([C:24]3[CH:29]=[CH:28][CH:27]=[CH:26][CH:25]=3)(O)[C:4]=2[CH:3]=1.[I-].[K+].O.[PH2](=O)[O-].[Na+].[PH2](=O)O>C1(C)C=CC=CC=1.C(O)(=O)C>[Br:1][C:2]1[CH:15]=[CH:14][C:13]2[C:4](=[C:5]([C:24]3[CH:29]=[CH:28][CH:27]=[CH:26][CH:25]=3)[C:6]3[C:11]([C:12]=2[C:17]2[CH:22]=[CH:21][CH:20]=[CH:19][CH:18]=2)=[CH:10][CH:9]=[CH:8][CH:7]=3)[CH:3]=1 |f:1.2,3.4.5|. Procedure details: About 7.6 g (17 mmol) of the obtained 2-bromo-9,10-diphenyl-9,10-dihydroanthracene-9,10-diol, 5.1 g (31 mmol) of potassium iodide, 9.7 g (92 mmol) of sodium phosphinate monohydrate, and 50 mL of glacial acetic acid were put into a 500 mL three-neck flask, and the mixture was refluxed at 120° C. for two hours. Thereafter, 30 mL of 50% phosphinic acid was added to the reaction mixture, and the mixture was stirred at 120° C. for one hour. After the reaction, the solution was washed with water, and ... Reactants: [OH-].[Na+] (sodium hydroxide), S(=O)(Cl)Cl (Thionyl chloride), C(C1=CC=CC=C1)N1CCC(CC1)C(=O)O (1-benzyl-4-piperidinecarboxylic acid), NC=1C=C2C=NNC2=CC1 (5-aminoindazole). The reagents and catalysts are CN(C1=CC=NC=C1)C (4-dimethylaminopyridine). Solvent: C(Cl)Cl (methylene chloride), N1=CC=CC=C1 (pyridine), C(C)N(CC)CC (triethylamine). The product is C(C1=CC=CC=C1)N1CCC(CC1)C(=O)NC=1C=C2C=NNC2=CC1 (1-benzyl-N-(1H-indazol-5-yl)-4-piperidinecarboxamide). Isolated yield 29.8%. Reaction SMILES: S(Cl)(Cl)=O.[CH2:5]([N:12]1[CH2:17][CH2:16][CH:15]([C:18]([OH:20])=O)[CH2:14][CH2:13]1)[C:6]1[CH:11]=[CH:10][CH:9]=[CH:8][CH:7]=1.[NH2:21][C:22]1[CH:23]=[C:24]2[C:28](=[CH:29][CH:30]=1)[NH:27][N:26]=[CH:25]2.[OH-].[Na+]>C(Cl)Cl.CN(C)C1C=CN=CC=1.N1C=CC=CC=1.C(N(CC)CC)C>[CH2:5]([N:12]1[CH2:13][CH2:14][CH:15]([C:18]([NH:21][C:22]2[CH:23]=[C:24]3[C:28](=[CH:29][CH:30]=2)[NH:27][N:26]=[CH:25]3)=[O:20])[CH2:16][CH2:17]1)[C:6]1[CH:7]=[CH:8][CH:9]=[CH:10][CH:11]=1 |f:3.4|. Procedure: Thionyl chloride (10.5 ml) was added to 1-benzyl-4-piperidinecarboxylic acid (4.85 g, 22.1 mmol), and the resulting mixture was refluxed for 2 hours. The reaction solution was distilled under reduced pressure to remove the solvent. To a solution of the resulting residue in methylene chloride (65 ml) were added 5-aminoindazole (4.41 g, 33.2 mmol), triethylamine (1.8 ml), pyridine (30 ml) and a catalytic amount of 4-dimethylaminopyridine at 0° C., and then stirred at room temperature for 3 hours. ... Reactants: NC=1SC=CN1 (2-aminothiazole), CC1OC(CC1)C (2,5-dimethyltetrahydrofuran), [OH-].[Na+] (sodium hydroxide). Run in C(C)(=O)O (acetic acid). Yields the product S1C(=NC=C1)N1C=CC=C1 (N-(2-Thiazolyl)pyrrole). Reaction SMILES: [NH2:1][C:2]1[S:3][CH:4]=[CH:5][N:6]=1.[CH3:7][CH:8]1[CH2:12][CH2:11]C(C)O1.[OH-].[Na+]>C(O)(=O)C>[S:3]1[CH:4]=[CH:5][N:6]=[C:2]1[N:1]1[CH:11]=[CH:12][CH:8]=[CH:7]1 |f:2.3|. Procedure details: A mixture of 55.5 g (0.5 mole) 2-aminothiazole (90% pure) and 66 g (0.5 mole) 2,5-dimethyltetrahydrofuran is placed in a 1-liter 3-neck flask equipped with a stirrer, addition funnel, thermometer, and condenser, and 200 ml glacial acetic acid is added dropwise with stirring while maintaining the temperature below 20°C. After stirring for an additional 15 minutes, the reaction mixture is refluxed for 30 minutes and then cooled, made basic (pH 9-10) with 375 ml 30% sodium hydroxide, and steam-dist... The reactants are NC1=NC(=C[N+](=C1)[O-])OC (2-amino-6-methoxypyrazine 4-oxide), P(=O)(Cl)(Cl)Cl (phosphorus oxychloride). Product: NC1=NC(=CN=C1Cl)OC (2-Amino-3-chloro-6-methoxypyrazine). As a reaction SMILES: [NH2:1][C:2]1[CH:7]=[N+:6]([O-])[CH:5]=[C:4]([O:9][CH3:10])[N:3]=1.P(Cl)(Cl)([Cl:13])=O>>[NH2:1][C:2]1[C:7]([Cl:13])=[N:6][CH:5]=[C:4]([O:9][CH3:10])[N:3]=1. Reported procedure: A suspension of 2-amino-6-methoxypyrazine 4-oxide in freshly distilled phosphorus oxychloride is refluxed for one hour. Thin layer chromatography indicates that the starting material is no longer present. The excess of phosphorus oxychloride is removed in vacuo and the residue is treated with crushed ice. After decomposition is complete the solution is made alkaline with 10% sodium hydroxide and extracted with chloroform. The chloroform extracts are washed with water, dried over sodium sulfate a... Starting materials: ClC1=C(C=NC2=CC=CC=C12)[N+](=O)[O-] (4-chloro-3-nitroquinoline), ClC1=CC=C(CN)C=C1 (4-chlorobenzylamine). Yields the product ClC1=CC=C(CNC2=C(C=NC3=CC=CC=C23)[N+](=O)[O-])C=C1 (4-(4-chlorobenzylamino)-3-nitroquinoline). As a reaction SMILES: Cl[C:2]1[C:11]2[C:6](=[CH:7][CH:8]=[CH:9][CH:10]=2)[N:5]=[CH:4][C:3]=1[N+:12]([O-:14])=[O:13].[Cl:15][C:16]1[CH:23]=[CH:22][C:19]([CH2:20][NH2:21])=[CH:18][CH:17]=1>>[Cl:15][C:16]1[CH:23]=[CH:22][C:19]([CH2:20][NH:21][C:2]2[C:11]3[C:6](=[CH:7][CH:8]=[CH:9][CH:10]=3)[N:5]=[CH:4][C:3]=2[N+:12]([O-:14])=[O:13])=[CH:18][CH:17]=1. Procedure details: Using the method of Example 1, 4-chloro-3-nitroquinoline was reacted with 4-chlorobenzylamine to provide yellow solid 4-(4-chlorobenzylamino)-3-nitroquinoline, melting point of crude product 168°-173° C. Reactants: CCOC=O, CCOC(=O)Cc1ccc(Cl)cc1, Cl, [H-], [Na+], C1CCOC1. Yields the product CCOC(=O)C(C=O)c1ccc(Cl)cc1. As a reaction SMILES: [CH:16](=[O:17])[O:18][CH2:19][CH3:20].[Cl:3][c:4]1[cH:5][cH:6][c:7]([CH2:10][C:11](=[O:12])[O:13][CH2:14][CH3:15])[cH:8][cH:9]1.[ClH:21].[H-:1].[Na+:2].[O:22]1[CH2:23][CH2:24][CH2:25][CH2:26]1>>[Cl:3][c:4]1[cH:5][cH:6][c:7]([CH:10]([C:11](=[O:12])[O:13][CH2:14][CH3:15])[CH:16]=[O:17])[cH:8][cH:9]1. The reactants are N(=[N+]=[N-])CC1=CN(C2=CC(=CC=C2C1=O)Cl)C1=CC=CC=C1 (3-azidomethyl-7-chloro-1-phenyl-1H-quinolin-4-one). The reagents and catalysts are [Pt](=O)=O (platinum (IV) oxide). The solvent is C(C)(=O)OCC (ethyl acetate). Run at time 5 hour. Product: NCC1=CN(C2=CC(=CC=C2C1=O)Cl)C1=CC=CC=C1 (3-aminomethyl-7-chloro-1-phenyl-1H-quinolin-4-one). The yield is 96.5%. As a reaction SMILES: [N:1]([CH2:4][C:5]1[C:14](=[O:15])[C:13]2[C:8](=[CH:9][C:10]([Cl:16])=[CH:11][CH:12]=2)[N:7]([C:17]2[CH:22]=[CH:21][CH:20]=[CH:19][CH:18]=2)[CH:6]=1)=[N+]=[N-]>[Pt](=O)=O.C(OCC)(=O)C>[NH2:1][CH2:4][C:5]1[C:14](=[O:15])[C:13]2[C:8](=[CH:9][C:10]([Cl:16])=[CH:11][CH:12]=2)[N:7]([C:17]2[CH:18]=[CH:19][CH:20]=[CH:21][CH:22]=2)[CH:6]=1. Procedure: To a 250 mL round-bottomed flask was added 3-azidomethyl-7-chloro-1-phenyl-1H-quinolin-4-one (2.00 g, 6.44 mmol), ethyl acetate (120 mL) followed by platinum (IV) oxide (152 mg, 0.671 mmol). The reaction mixture was evacuated and back-filled with hydrogen gas using an atmospheric hydrogenation apparatus. The reaction mixture was stirred under hydrogen gas (1 atm.) at room temperature for 5 hr. TLC (40% ethyl acetate-hexanes) and LCMS indicated the absence of starting material. The reaction mixtu...